Dataset: the Open Reaction Database (ORD), a public repository of structured organic reaction records. Task: describe an organic reaction: reactants, conditions, products, and yield Starting materials: FC=1C=C2C(=C(/C(/C2=CC1)=C/C1=CC=C(C=C1)SC)C)CC(=O)O ((Z)-5-fluoro-2-methyl-1-(4-methythiobenzylidene)-3-indenylacetic acid), C(C(=O)Cl)(=O)Cl (oxalylchloride). Run in C1CCOC1 (THF). The product is FC=1C=C2C(=C(/C(/C2=CC1)=C/C1=CC=C(C=C1)SC)C)CC(=O)Cl ((Z)-5-Fluoro-2-methyl-1-(4-methylthiobenzylidene)-3-indenylacetyl chloride). RXN SMILES: [F:1][C:2]1[CH:3]=[C:4]2[C:8](=[CH:9][CH:10]=1)/[C:7](=[CH:11]\[C:12]1[CH:17]=[CH:16][C:15]([S:18][CH3:19])=[CH:14][CH:13]=1)/[C:6]([CH3:20])=[C:5]2[CH2:21][C:22]([OH:24])=O.C(Cl)(=O)C([Cl:28])=O>C1COCC1>[F:1][C:2]1[CH:3]=[C:4]2[C:8](=[CH:9][CH:10]=1)/[C:7](=[CH:11]\[C:12]1[CH:17]=[CH:16][C:15]([S:18][CH3:19])=[CH:14][CH:13]=1)/[C:6]([CH3:20])=[C:5]2[CH2:21][C:22]([Cl:28])=[O:24]. Procedure details: (Z)-5-fluoro-2-methyl-1-(4-methythiobenzylidene)-3-indenylacetic acid (70 mmol) in THF (500 ml) is allowed to react with oxalylchloride (2 M in CH2Cl2 ; 35 ml) under reflux conditions (24 hours). The solvent is evaporated to yield the title compound, which is used as such in the next step. Reactants: N1C(CC2=CC=CC=C12)=O (2-indolinone), IN1C(CCC1=O)=O (N-iodosuccinimide), O (H2O). Solvent: C(C)(=O)O (acetic acid). Conditions: temperature 0 celsius. The product is IC=1C=C2CC(NC2=CC1)=O (5-iodo-1,3-dihydro-indol-2-one). Yield: 69.9%. As a reaction SMILES: [NH:1]1[C:9]2[C:4](=[CH:5][CH:6]=[CH:7][CH:8]=2)[CH2:3][C:2]1=[O:10].[I:11]N1C(=O)CCC1=O.O>C(O)(=O)C>[I:11][C:6]1[CH:5]=[C:4]2[C:9](=[CH:8][CH:7]=1)[NH:1][C:2](=[O:10])[CH2:3]2. Reported procedure: A solution of 2-indolinone (2.66 g, 20 mmol) in acetic acid (20 ml) was stirred at room temperature in the presence of N-iodosuccinimide (5.4 g, 24 mmol) for 2 hours. H2O (150 ml) was then added. The precipitate was filtered, washed with H2O, and dried. The resulting solid was refluxed in ethyl acetate (50 ml), cooled to 0° C., filtered, washed with ethylacetate and ether and dried to provide 5-iodo-1,3-dihydro-indol-2-one (3.62 g. 70%) as a beige solid, m.p. 190-192° C. and MS: m/e=259 (M+). The reactants are N (NH3), FC1=NC=CC(=C1)C1=CN=C(C=2N1C=CN2)NC2=CC=C(C=C2)N2CCN(CC2)C ([5-(2-fluoro-pyridin-4-yl)-imidazo[1,2-a]pyrazin-8-yl]-[4-(4-methyl-piperazin-1-yl)-phenyl]-amine), N (NH3), N (NH3). Run in O1CCOCC1 (dioxane), CO (MeOH). Run at temperature 120 celsius, time 4 day. The product is NC1=NC=CC(=C1)C1=CN=C(C=2N1C=CN2)NC2=CC=C(C=C2)N2CCN(CC2)C ([5-(2-Amino-pyridin-4-yl)-imidazo[1,2-a]pyrazin-8-yl]-[4-(4-methyl-piperazin-1-yl)-phenyl]-amine). Isolated yield 16.0%. As a reaction SMILES: F[C:2]1[CH:7]=[C:6]([C:8]2[N:13]3[CH:14]=[CH:15][N:16]=[C:12]3[C:11]([NH:17][C:18]3[CH:23]=[CH:22][C:21]([N:24]4[CH2:29][CH2:28][N:27]([CH3:30])[CH2:26][CH2:25]4)=[CH:20][CH:19]=3)=[N:10][CH:9]=2)[CH:5]=[CH:4][N:3]=1.[NH3:31]>CO.O1CCOCC1>[NH2:31][C:2]1[CH:7]=[C:6]([C:8]2[N:13]3[CH:14]=[CH:15][N:16]=[C:12]3[C:11]([NH:17][C:18]3[CH:23]=[CH:22][C:21]([N:24]4[CH2:29][CH2:28][N:27]([CH3:30])[CH2:26][CH2:25]4)=[CH:20][CH:19]=3)=[N:10][CH:9]=2)[CH:5]=[CH:4][N:3]=1. Reported procedure: A solution of [5-(2-fluoro-pyridin-4-yl)-imidazo[1,2-a]pyrazin-8-yl]-[4-(4-methyl-piperazin-1-yl)-phenyl]-amine (0.0272, 0.067 mmol) (from Example 125) in a mixture of aq. NH3 (2.5 mL):1M NH3 in MeOH (2.5 mL) is stirred at 100° C. overnight. Additional aq. NE3 (5 mL) and 0.5M NH3 in dioxane (2 mL) are added and the mixture stirred at 120° C. for 4 days. The mixture is concentrated in vacuo and purified by reverse phase HPLC affording the title compound (4.2 mg, 16%). LCMS: Rt 3.76 min (95%) m/z ... Starting materials: [N+](=O)([O-])C=1C(=NC(=NC1)NCC1=C(C=CC=C1)OC(F)(F)F)NC[C@@H]1CC[C@H](CC1)N1CC(C1)O (1-(trans-4-{[(5-Nitro-2-{[2-(trifluoromethoxy)benzyl]amino}pyrimidin-4-yl)amino]methyl}cyclohexyl)azetidin-3-ol), N1=CC=CC=C1 (pyridine), C(C)(=O)OC(C)=O (acetic anhydride). Run at temperature 20 celsius, time 18 hour. Product: C(C)(=O)OC1CN(C1)[C@@H]1CC[C@H](CC1)CNC1=NC(=NC=C1[N+](=O)[O-])NCC1=C(C=CC=C1)OC(F)(F)F (1-(trans-4-{[(5-nitro-2-{[2-(trifluoromethoxy)benzyl]amino}pyrimidin-4-yl)amino]methyl}cyclohexyl)azetidin-3-yl acetate). Yield: 18.6%. As a reaction SMILES: [N+:1]([C:4]1[C:5]([NH:23][CH2:24][C@H:25]2[CH2:30][CH2:29][C@H:28]([N:31]3[CH2:34][CH:33]([OH:35])[CH2:32]3)[CH2:27][CH2:26]2)=[N:6][C:7]([NH:10][CH2:11][C:12]2[CH:17]=[CH:16][CH:15]=[CH:14][C:13]=2[O:18][C:19]([F:22])([F:21])[F:20])=[N:8][CH:9]=1)([O-:3])=[O:2].N1C=CC=CC=1.[C:42](OC(=O)C)(=[O:44])[CH3:43]>>[C:42]([O:35][CH:33]1[CH2:34][N:31]([C@H:28]2[CH2:27][CH2:26][C@H:25]([CH2:24][NH:23][C:5]3[C:4]([N+:1]([O-:3])=[O:2])=[CH:9][N:8]=[C:7]([NH:10][CH2:11][C:12]4[CH:17]=[CH:16][CH:15]=[CH:14][C:13]=4[O:18][C:19]([F:21])([F:22])[F:20])[N:6]=3)[CH2:30][CH2:29]2)[CH2:32]1)(=[O:44])[CH3:43]. Procedure details: 1-(trans-4-{[(5-Nitro-2-{[2-(trifluoromethoxy)benzyl]amino}pyrimidin-4-yl)amino]methyl}cyclohexyl)azetidin-3-ol (25 mg, 0.05 mmol) was dissolved in pyridine (12 μL, 0.15 mmol) and acetic anhydride (14 μL, 0.15 mmol) was added to the solution. The reaction was allowed to stir at 20° C. for 18 h. The volatiles were removed in vacuo and the crude product was purified by flash chromatography on a 12 g SiO2 column, eluting with 90:9:1 CH2Cl2:MeOH:NH4OH as an eluent to afford 5 mg of the title compoun... Reactants: [N+](=O)([O-])C1=CC=C(C=C1)NN=C(CC(=O)OCC)C(F)(F)F (ethyl trifluoroacetoacetate 4-nitrophenylhydrazone), [H-].[Na+] (NaH). Run in C1CCOC1 (THF). Reaction conditions: temperature 50 celsius, time 16 hour. The product is [N+](=O)([O-])C1=CC=C(C=C1)N1N=C(C=C1O)C(F)(F)F (1-(4-nitrophenyl)-3-trifluoromethyl-5-hydroxypyrazole). As a reaction SMILES: [N+:1]([C:4]1[CH:9]=[CH:8][C:7]([NH:10][N:11]=[C:12]([C:19]([F:22])([F:21])[F:20])[CH2:13][C:14](OCC)=[O:15])=[CH:6][CH:5]=1)([O-:3])=[O:2].[H-].[Na+]>C1COCC1>[N+:1]([C:4]1[CH:9]=[CH:8][C:7]([N:10]2[C:14]([OH:15])=[CH:13][C:12]([C:19]([F:22])([F:21])[F:20])=[N:11]2)=[CH:6][CH:5]=1)([O-:3])=[O:2] |f:1.2|. Procedure details: To a mixture of 382 mg (1.2 mmol) of ethyl trifluoroacetoacetate 4-nitrophenylhydrazone in 10 ml of THF was added 53 mg (60%; 1.32 mmol) of NaH and the resulting mixture was stirred at room temperature for 4 hours and at 50° C. for 16 hours. The reaction mixture was quenched with ammonium chloride solution, the aqueous layer was extracted with ethyl acetate (3×), and the combined organic layer was dried and concentrated in vacuo. The residue was purified by column chromatography (silica gel; 50%... Reactants: CC1(C2=C(C(=CC=C2)P(C3=CC=CC=C3)C4=CC=CC=C4)OC5=C(C=CC=C51)P(C6=CC=CC=C6)C7=CC=CC=C7)C (xantphos), FC(C=1C(=NC=CC1)C1=CN=C2C(=N1)N=CC=C2N)(F)F (3-[3-(trifluoromethyl)pyridin-2-yl]pyrido[2,3-b]pyrazin-8-amine), C([O-])([O-])=O.[Cs+].[Cs+] (cesium carbonate), NC1=NC=CC=C1C(F)(F)F (2-amino-trifluoromethyl pyridine). The reagents and catalysts are C=1C=CC(=CC1)/C=C/C(=O)/C=C/C2=CC=CC=C2.C=1C=CC(=CC1)/C=C/C(=O)/C=C/C2=CC=CC=C2.C=1C=CC(=CC1)/C=C/C(=O)/C=C/C2=CC=CC=C2.[Pd].[Pd] (Pd2dba3). Solvent: O1CCOCC1 (dioxane), O (water). Conditions: temperature 100 celsius, time 3 hour. Yields the product FC(C=1C(=NC=CC1)C1=CN=C2C(=N1)N=CC=C2NC2=NC=C(C=C2)C(F)(F)F)(F)F (3-[3-(Trifluoromethyl)pyridin-2-yl]-N-[5-(trifluoromethyl)pyridin-2-yl]pyrido[2,3-b]pyrazin-8-amine). RXN SMILES: [F:1][C:2]([F:21])([F:20])[C:3]1[C:4]([C:9]2[N:14]=[C:13]3[N:15]=[CH:16][CH:17]=[C:18]([NH2:19])[C:12]3=[N:11][CH:10]=2)=[N:5][CH:6]=[CH:7][CH:8]=1.C(=O)([O-])[O-].[Cs+].[Cs+].N[C:29]1[C:34]([C:35]([F:38])([F:37])[F:36])=[CH:33][CH:32]=[CH:31][N:30]=1.CC1(C)C2C(=C(P(C3C=CC=CC=3)C3C=CC=CC=3)C=CC=2)OC2C(P(C3C=CC=CC=3)C3C=CC=CC=3)=CC=CC1=2>O1CCOCC1.C1C=CC(/C=C/C(/C=C/C2C=CC=CC=2)=O)=CC=1.C1C=CC(/C=C/C(/C=C/C2C=CC=CC=2)=O)=CC=1.C1C=CC(/C=C/C(/C=C/C2C=CC=CC=2)=O)=CC=1.[Pd].[Pd].O>[F:21][C:2]([F:1])([F:20])[C:3]1[C:4]([C:9]2[N:14]=[C:13]3[N:15]=[CH:16][CH:17]=[C:18]([NH:19][C:31]4[CH:32]=[CH:33][C:34]([C:35]([F:38])([F:37])[F:36])=[CH:29][N:30]=4)[C:12]3=[N:11][CH:10]=2)=[N:5][CH:6]=[CH:7][CH:8]=1 |f:1.2.3,7.8.9.10.11|. Reported procedure: To a de-gassed mixture of 3-[3-(trifluoromethyl)pyridin-2-yl]pyrido[2,3-b]pyrazin-8-amine (72 mg, 0.25 mmol), cesium carbonate (162 mg, 0.5 mmol), 2-amino-trifluoromethyl pyridine (45 mg, 0.25 mmol) in dioxane (5 mL) under nitrogen, add Pd2dba3 (11 mg) and xantphos (7 mg). Stir the mixture at 100° C. for 3 hours, cool, add water (10 mL) and extract with EtOAc. Dry over Na2SO4, concentrate under vacuum. Purify by chromatography eluting with dichloromethane/methanol/ammonium hydroxide mixture to g... The reactants are BrC=1C=C2C=C(NC2=CC1)C(=O)OCC (ethyl 5-bromo-1H-indole-2-carboxylate), FC(OC1=CC=C(OCCO)C=C1)(F)F (2-[4-(trifluoromethoxy)phenoxy]ethanol), C1(=CC=CC=C1)P(C1=CC=CC=C1)C1=CC=CC=C1 (triphenylphosphine), CC(C)OC(=O)/N=N/C(=O)OC(C)C (DIAD). Solvent: C1(=CC=CC=C1)C (toluene). Reaction conditions: time 8 hour. The product is BrC=1C=C2C=C(N(C2=CC1)CCOC1=CC=C(C=C1)OC(F)(F)F)C(=O)OCC (Ethyl 5-bromo-1-{2-[4-(trifluoromethoxy)phenoxy]ethyl}-1H-indole-2-carboxylate). Isolated yield 53.8%. As a reaction SMILES: [Br:1][C:2]1[CH:3]=[C:4]2[C:8](=[CH:9][CH:10]=1)[NH:7][C:6]([C:11]([O:13][CH2:14][CH3:15])=[O:12])=[CH:5]2.[F:16][C:17]([F:30])([F:29])[O:18][C:19]1[CH:28]=[CH:27][C:22]([O:23][CH2:24][CH2:25]O)=[CH:21][CH:20]=1.C1(P(C2C=CC=CC=2)C2C=CC=CC=2)C=CC=CC=1.CC(OC(/N=N/C(OC(C)C)=O)=O)C>C1(C)C=CC=CC=1>[Br:1][C:2]1[CH:3]=[C:4]2[C:8](=[CH:9][CH:10]=1)[N:7]([CH2:25][CH2:24][O:23][C:22]1[CH:21]=[CH:20][C:19]([O:18][C:17]([F:16])([F:29])[F:30])=[CH:28][CH:27]=1)[C:6]([C:11]([O:13][CH2:14][CH3:15])=[O:12])=[CH:5]2. Reported procedure: To a solution of ethyl 5-bromo-1H-indole-2-carboxylate (1.7 g, 6.3 mmol), 2-[4-(trifluoromethoxy)phenoxy]ethanol (1.7 g, 7.6 mmol) and triphenylphosphine (3.3 g, 12.7 mmol) in toluene (20 ml) was added DIAD (1.85 ml, 9.5 mmol) dropwise at 0° C. The mixture was left to warm up to RT and stirred overnight. The mixture was then concentrated in vacuo. The residue was purified on silica gel (0-20% EtOAc in hexanes) to yield the title product (1.6 g). Reactants: CC(C(=O)O)(C)SC1=CN=C(S1)NC(=O)N(CCC1=CC=CC=C1)[C@@H]1CC[C@H](CC1)C (2-methyl-2-{2-[3-(trans-4-methyl-cyclohexyl)-3-phenethyl-ureido]-thiazol-5-ylsulfanyl}-propionic acid), CO[C@@H]1CC[C@H](CC1)N (trans-4-methoxy-cyclohexylamine), C1(=CC=CC=C1)CCBr (2-phenylethylbromide). Run in C(C)OC(C)=O (acetic acid ethyl ester). Product: CO[C@@H]1CC[C@H](CC1)N(C(NC=1SC(=CN1)SCC(=O)O)=O)CCC1=CC=CC=C1 ({2-[3-(Trans-4-methoxy-cyclohexyl)-3-phenethyl-ureido]-thiazol-5-ylsulfanyl}-acetic acid). RXN SMILES: C[C:2]([S:7][C:8]1[S:12][C:11]([NH:13][C:14]([N:16]([C@H:25]2[CH2:30][CH2:29][C@H:28](C)[CH2:27][CH2:26]2)[CH2:17][CH2:18][C:19]2[CH:24]=[CH:23][CH:22]=[CH:21][CH:20]=2)=[O:15])=[N:10][CH:9]=1)(C)[C:3]([OH:5])=[O:4].[CH3:32][O:33][C@H]1CC[C@H](N)CC1.C1(CCBr)C=CC=CC=1>C(OC(=O)C)C>[CH3:32][O:33][C@H:28]1[CH2:29][CH2:30][C@H:25]([N:16]([CH2:17][CH2:18][C:19]2[CH:20]=[CH:21][CH:22]=[CH:23][CH:24]=2)[C:14](=[O:15])[NH:13][C:11]2[S:12][C:8]([S:7][CH2:2][C:3]([OH:5])=[O:4])=[CH:9][N:10]=2)[CH2:26][CH2:27]1. Reported procedure: The compound was prepared following an analogous procedure to the one described for the synthesis of 2-methyl-2-{2-[3-(trans-4-methyl-cyclohexyl)-3-phenethyl-ureido]-thiazol-5-ylsulfanyl}-propionic acid using trans-4-methoxy-cyclohexylamine (prepared as described in J. Med. Chem. 1977, 20, 279-290), 2-phenylethylbromide and 2-aminothiazol-5-ylsulfanyl)acetic acid ethyl ester. Reactants: O (water), C([O-])([O-])=O.[K+].[K+] (Potassium carbonate), SC1=NC=CC=N1 (2-mercaptopyrimidine), BrCCCCCCCBr (1,7-dibromoheptane). The solvent is CN(C=O)C (N,N-dimethylformamide). Conditions: time 3 hour. Yields the product BrCCCCCCCSC1=NC=CC=N1 (2-(7-bromoheptylthio)pyrimidine). Isolated yield 49.0%. RXN SMILES: C(=O)([O-])[O-].[K+].[K+].[SH:7][C:8]1[N:13]=[CH:12][CH:11]=[CH:10][N:9]=1.[Br:14][CH2:15][CH2:16][CH2:17][CH2:18][CH2:19][CH2:20][CH2:21]Br.O>CN(C)C=O>[Br:14][CH2:15][CH2:16][CH2:17][CH2:18][CH2:19][CH2:20][CH2:21][S:7][C:8]1[N:13]=[CH:12][CH:11]=[CH:10][N:9]=1 |f:0.1.2|. Procedure: Potassium carbonate (9.95 g) was added to a solution of 2-mercaptopyrimidine (6.73 g) and 1,7-dibromoheptane (15.48 g) in N,N-dimethylformamide (85 ml). The mixture was stirred at room temperature for 3 hours. The reaction mixture was poured into water and extracted with ethyl acetate. The ethyl acetate layer was washed with water and dried (MgSO4), and then the solvent was distilled off under reduced pressure. The residual oil was subjected to column chromatography on silica gel and eluted with...